From a dataset of the Open Reaction Database (ORD), a public repository of structured organic reaction records. describe an organic reaction: reactants, conditions, products, and yield Starting materials: CCOC(=O)Cn1cnc(CC)c1, Cl. Product: CCc1cn(CC(=O)O)cn1. RXN SMILES: [CH2:1]([CH3:2])[O:3][C:4]([CH2:5][n:6]1[cH:7][n:8][c:9]([CH2:11][CH3:12])[cH:10]1)=[O:13].[ClH:14]>>[O:3]=[C:4]([CH2:5][n:6]1[cH:7][n:8][c:9]([CH2:11][CH3:12])[cH:10]1)[OH:13]. Starting materials: O=C(c1ncc[nH]1)c1ncc[nH]1, c1ccc(CNCc2ccc3c(c2)OCO3)cc1, O=C(c1ccccc1-n1cccn1)N(Cc1ccccc1)Cc1ccc2c(c1)OCO2, C1CCOC1, O=C(O)c1ccccc1. Yields the product N#Cc1ccccc1-n1cccn1. As a reaction SMILES: [C:32]([c:33]1[nH:34][cH:35][cH:36][n:37]1)([c:38]1[nH:39][cH:40][cH:41][n:42]1)=[O:43].[CH2:53]([NH:54][CH2:55][c:56]1[cH:57][cH:58][cH:59][cH:60][cH:61]1)[c:62]1[cH:63][cH:64][c:65]2[c:69]([cH:70]1)[O:68][CH2:67][O:66]2.[O:1]1[c:2]2[cH:3][cH:4][c:5]([CH2:6][N:11]([CH2:7][c:8]3[cH:9][cH:10][cH:24][cH:25][cH:26]3)[C:12]([c:13]3[c:14](-[n:19]4[n:20][cH:21][cH:22][cH:23]4)[cH:15][cH:16][cH:17][cH:18]3)=[O:27])[cH:28][c:29]2[O:30][CH2:31]1.[O:71]1[CH2:72][CH2:73][CH2:74][CH2:75]1.[OH:44][C:45]([c:46]1[cH:47][cH:48][cH:49][cH:50][cH:51]1)=[O:52]>>[N:11]#[C:12][c:13]1[c:14](-[n:19]2[n:20][cH:21][cH:22][cH:23]2)[cH:15][cH:16][cH:17][cH:18]1. Starting materials: CN1N=CC=C1C1=C(OCCN2CCOCC2)C=CC(=C1)[N+](=O)[O-] (4-{2-[2-(2-methyl-2H-pyrazol-3-yl)-4-nitro-phenoxy]-ethyl}-morpholine), O (water), C1CCOC1 (THF). Reagents/catalysts: [Zn] (zinc). The solvent is [Cl-].[NH4+] (ammonium chloride). Run at time 1 hour. The product is CN1N=CC=C1C=1C=C(C=CC1OCCN1CCOCC1)N (3-(2-Methyl-2H-pyrazol-3-yl)-4-(2-morpholin-4-yl-ethoxy)-phenylamine). Yield: 214.7%. Reaction SMILES: [CH3:1][N:2]1[C:6]([C:7]2[CH:21]=[C:20]([N+:22]([O-])=O)[CH:19]=[CH:18][C:8]=2[O:9][CH2:10][CH2:11][N:12]2[CH2:17][CH2:16][O:15][CH2:14][CH2:13]2)=[CH:5][CH:4]=[N:3]1.O.C1COCC1>[Cl-].[NH4+].[Zn]>[CH3:1][N:2]1[C:6]([C:7]2[CH:21]=[C:20]([NH2:22])[CH:19]=[CH:18][C:8]=2[O:9][CH2:10][CH2:11][N:12]2[CH2:17][CH2:16][O:15][CH2:14][CH2:13]2)=[CH:5][CH:4]=[N:3]1 |f:3.4|. Procedure details: To a solution of 4-{2-[2-(2-methyl-2H-pyrazol-3-yl)-4-nitro-phenoxy]-ethyl}-morpholine (1.913 g, 2.88 mmole), in saturated ammonium chloride solution (6 mL), water (6 mL) and THF (12 mL) was added zinc dust (1.123 g, 6 eq) at 0° C. The mixture was stirred at room temp for 1 hour and then filtered off through celite. The solution was dried in vacuo to give title compound as a yellow gummy solid (1.87 g, 99%). Exact mass calculated for C16H22N4O2 302.2. found 303.4 (MH+). Reactants: COP(=O)(CN=Cc1ccccc1)OC, COc1ccc(COC(=O)Cl)cc1, [Li]c1ccccc1, C1CCOC1. Yields the product COc1ccc(COC(=O)C(N=Cc2ccccc2)P(=O)(OC)OC)cc1. As a reaction SMILES: [CH:1]([c:2]1[cH:3][cH:4][cH:5][cH:6][cH:7]1)=[N:8][CH2:9][P:10]([O:11][CH3:12])([O:13][CH3:14])=[O:15].[Cl:23][C:24](=[O:25])[O:26][CH2:27][c:28]1[cH:29][cH:30][c:31]([O:34][CH3:35])[cH:32][cH:33]1.[Li:16][c:17]1[cH:18][cH:19][cH:20][cH:21][cH:22]1.[O:36]1[CH2:37][CH2:38][CH2:39][CH2:40]1>>[CH:1]([c:2]1[cH:3][cH:4][cH:5][cH:6][cH:7]1)=[N:8][CH:9]([P:10]([O:11][CH3:12])([O:13][CH3:14])=[O:15])[C:24](=[O:25])[O:26][CH2:27][c:28]1[cH:29][cH:30][c:31]([O:34][CH3:35])[cH:32][cH:33]1. Starting materials: COC1=NC=CC=C1CN1CCC(CC1)CC(C=1SC=CC1)=O (1-[(2-Methoxy-3-pyridyl)methyl]-4-[2-oxo-2-(2-thienyl)ethyl]piperidine), S(=O)(Cl)Cl (thionyl chloride). Solvent: C(C)O (ethanol). Yields the product O=C1NC=CC=C1CN1CCC(CC1)CC(C=1SC=CC1)=O (1-[(2-Oxo-1,2-dihydro-3-pyridinyl)methyl]-4-[2-oxo-2-(2-thienyl)ethyl]piperidine). Yield: 97.9%. Reaction SMILES: C[O:2][C:3]1[C:8]([CH2:9][N:10]2[CH2:15][CH2:14][CH:13]([CH2:16][C:17](=[O:23])[C:18]3[S:19][CH:20]=[CH:21][CH:22]=3)[CH2:12][CH2:11]2)=[CH:7][CH:6]=[CH:5][N:4]=1.S(Cl)(Cl)=O>C(O)C>[O:2]=[C:3]1[C:8]([CH2:9][N:10]2[CH2:15][CH2:14][CH:13]([CH2:16][C:17](=[O:23])[C:18]3[S:19][CH:20]=[CH:21][CH:22]=3)[CH2:12][CH2:11]2)=[CH:7][CH:6]=[CH:5][NH:4]1. Procedure details: 9.6 g of 1-[(2-methoxy-3-pyridyl)methyl]-4-[2-oxo-2-(2-thienyl)ethyl]piperidine obtained in Example 54 and 8.5 ml of thionyl chloride were dissolved in 60 ml of ethanol, and the mixture was heated under reflux for 3 hours. The solvent was evaporated, and then the residue was dissolved in chloroform and a 1N aqueous sodium hydroxide. The organic layer was separated, washed with brine, and then dried over anhydrous magnesium sulfate. The solvent was evaporated, and the crude product was recrystall...